Dataset: the Open Reaction Database (ORD), a public repository of structured organic reaction records. Task: describe an organic reaction: reactants, conditions, products, and yield Starting materials: C(C)C1=C(C(=NC=N1)N[C@@H]1CC[C@@H](CC1)C1=CC=CC=C1)I (6-Ethyl-5-iodo-4-(cis-4-phenylcyclohexylamino)pyrimidine), C[Si](C)(C)C#C (trimethylsilylacetylene). Yields the product C(C)C1=C(C(=NC=N1)N[C@@H]1CC[C@@H](CC1)C1=CC=CC=C1)C#C[Si](C)(C)C (6-Ethyl-4-(cis-4-phenylcyclohexylamino)-5-trimethylsilylethynylpyrimidine). Reaction SMILES: [CH2:1]([C:3]1[N:8]=[CH:7][N:6]=[C:5]([NH:9][C@H:10]2[CH2:15][CH2:14][C@@H:13]([C:16]3[CH:21]=[CH:20][CH:19]=[CH:18][CH:17]=3)[CH2:12][CH2:11]2)[C:4]=1I)[CH3:2].[CH3:23][Si:24]([C:27]#[CH:28])([CH3:26])[CH3:25]>>[CH2:1]([C:3]1[N:8]=[CH:7][N:6]=[C:5]([NH:9][C@H:10]2[CH2:15][CH2:14][C@@H:13]([C:16]3[CH:21]=[CH:20][CH:19]=[CH:18][CH:17]=3)[CH2:12][CH2:11]2)[C:4]=1[C:28]#[C:27][Si:24]([CH3:26])([CH3:25])[CH3:23])[CH3:2]. Procedure details: Prepared as in Example 7 from 6-ethyl-5-iodo-4-(cis-4-phenylcyclohexylamino)pyrimidine (Example 8) and trimethylsilylacetylene (colorless solid). Starting materials: C1(=CC=CC=C1)CCCO (phenylpropyl alcohol), SC(C(=O)[O-])C (2-mercaptopropionate), C1(=CC=C(C=C1)S(=O)(=O)O)C (para-toluene sulphonic acid). The product is C1(=CC=CC=C1)CCCOC(C(C)S)=O (PHENYLPROPYL-2-MERCAPTOPROPIONATE). RXN SMILES: [C:1]1([CH2:7][CH2:8][CH2:9][OH:10])[CH:6]=[CH:5][CH:4]=[CH:3][CH:2]=1.[SH:11][CH:12]([CH3:16])[C:13]([O-])=[O:14].C1(C)C=CC(S(O)(=O)=O)=CC=1>>[C:1]1([CH2:7][CH2:8][CH2:9][O:10][C:13](=[O:14])[CH:12]([SH:11])[CH3:16])[CH:6]=[CH:5][CH:4]=[CH:3][CH:2]=1. Reported procedure: Into a 100 ml reaction flask equipped with reflux condenser, hot plate (with stirring apparatus contained within) and spin bar are placed 13.6 grams phenylpropyl alcohol; 4.0 grams of 2-mercaptopropionate acid; and 0.1 grams of para-toluene sulphonic acid. The reaction mass is maintained at reflux for a period of 9 hours with stirring. At the end of the 9 hour period, the reaction mass is cooled and fractionally distilled on a micro distillation apparatus yielding the compound having the structu... Starting materials: CO, Cl, COC(=O)C1=CCC2(CCN(C(=O)OC(C)(C)C)CC2)c2ccccc21, [Na+], [OH-]. The product is CC(C)(C)OC(=O)N1CCC2(CC=C(C(=O)O)c3ccccc32)CC1. Reaction SMILES: [CH3:30][OH:31].[ClH:29].[N:1]1([C:20](=[O:21])[O:22][C:23]([CH3:24])([CH3:25])[CH3:26])[CH2:2][CH2:3][C:4]2([CH2:5][CH:6]=[C:7]([C:14](=[O:15])[O:16][CH3:17])[c:8]3[cH:9][cH:10][cH:11][cH:12][c:13]32)[CH2:18][CH2:19]1.[Na+:28].[OH-:27]>>[N:1]1([C:20](=[O:21])[O:22][C:23]([CH3:24])([CH3:25])[CH3:26])[CH2:2][CH2:3][C:4]2([CH2:5][CH:6]=[C:7]([C:14](=[O:15])[OH:16])[c:8]3[cH:9][cH:10][cH:11][cH:12][c:13]32)[CH2:18][CH2:19]1. Reactants: C1(CCCC1)OC([C@H](CC1=CC=CC=C1)NC(=O)OCC1=CC(=CC=C1)NC(CCCCCCC(NO)=O)=O)=O ((S)-2-[3-(7-Hydroxycarbamoyl-heptanoylamino)-benzyloxycarbonylamino]-3-phenyl-propionic acid cyclopentyl ester), [OH-].[Na+] (NaOH). The solvent is C1CCOC1 (THF), C1CCOC1 (THF). Yields the product ONC(=O)CCCCCCC(=O)NC=1C=C(COC(=O)N[C@H](C(=O)O)CC2=CC=CC=C2)C=CC1 ((S)-2-[3-(7-Hydroxycarbamoyl-heptanoylamino)-benzyloxycarbonylamino]3-phenyl-propionic acid). Yield: 70.9%. Reaction SMILES: C1([O:6][C:7](=[O:40])[C@@H:8]([NH:16][C:17]([O:19][CH2:20][C:21]2[CH:26]=[CH:25][CH:24]=[C:23]([NH:27][C:28](=[O:39])[CH2:29][CH2:30][CH2:31][CH2:32][CH2:33][CH2:34][C:35](=[O:38])[NH:36][OH:37])[CH:22]=2)=[O:18])[CH2:9][C:10]2[CH:15]=[CH:14][CH:13]=[CH:12][CH:11]=2)CCCC1.[OH-].[Na+]>C1COCC1>[OH:37][NH:36][C:35]([CH2:34][CH2:33][CH2:32][CH2:31][CH2:30][CH2:29][C:28]([NH:27][C:23]1[CH:22]=[C:21]([CH:26]=[CH:25][CH:24]=1)[CH2:20][O:19][C:17]([NH:16][C@@H:8]([CH2:9][C:10]1[CH:15]=[CH:14][CH:13]=[CH:12][CH:11]=1)[C:7]([OH:40])=[O:6])=[O:18])=[O:39])=[O:38] |f:1.2|. Procedure details: Compound (94) (100 mg, 0.18 mmol) was dissolved in THF (1 ml) and 2M NaOH (1 ml) added. The reaction vial was shaken for 4 h before THF removal via a stream of nitrogen. The aqueous residue was purified by preparative HPLC to yield compound (95) (62 mg). LCMS purity 95%, m/z 486 [M++H]+, 1H NMR (400 MHz, MeOD), δ: 1.35 (4H, m, 2×CH2), 1.55-1.75 (4H, m, alkyl), 2.10 (2H, t, CH2), 2.35 (2H, t, CH2), 2.95 (2H, dd, CH), 3.20 (1H, dd, CH), 4.45 (1H, dd, NHCHCO), 5.00 (2H, s, CH2), 7.05 (1H, d, Ar), 7... Starting materials: F[B-](F)(F)F, [H+], O=N[O-], Nc1cnc2ccccc2c1, [Na+], O. Product: Fc1cnc2ccccc2c1. RXN SMILES: [F:17][B-:18]([F:19])([F:20])[F:21].[H+:16].[N:12]([O-:13])=[O:14].[NH2:1][c:2]1[cH:3][n:4][c:5]2[cH:6][cH:7][cH:8][cH:9][c:10]2[cH:11]1.[Na+:15].[OH2:22]>>[c:2]1([F:17])[cH:3][n:4][c:5]2[cH:6][cH:7][cH:8][cH:9][c:10]2[cH:11]1.